This data is from the Open Reaction Database (ORD), a public repository of structured organic reaction records. The task is: describe an organic reaction: reactants, conditions, products, and yield The reactants are NCCOC=1C=CC2=CC3=CC=C(C=C3N=C2C1)OCCN (3,6-bis(2-aminoethoxy)acridine), C(C)(=O)OC(C)=O.C(C)(=O)O (acetic anhydride acetic acid). Product: C(C)(=O)NCCOC=1C=CC2=CC3=CC=C(C=C3N=C2C1)OCCNC(C)=O (3,6-bis(2-acetamidoethoxy)acridine). Reaction SMILES: [NH2:1][CH2:2][CH2:3][O:4][C:5]1[CH:6]=[CH:7][C:8]2[C:17]([CH:18]=1)=[N:16][C:15]1[C:10](=[CH:11][CH:12]=[C:13]([O:19][CH2:20][CH2:21][NH2:22])[CH:14]=1)[CH:9]=2.[C:23](OC(=O)C)(=[O:25])[CH3:24].[C:30](O)(=[O:32])[CH3:31]>>[C:23]([NH:22][CH2:21][CH2:20][O:19][C:13]1[CH:12]=[CH:11][C:10]2[C:15]([CH:14]=1)=[N:16][C:17]1[C:8](=[CH:7][CH:6]=[C:5]([O:4][CH2:3][CH2:2][NH:1][C:30](=[O:32])[CH3:31])[CH:18]=1)[CH:9]=2)(=[O:25])[CH3:24] |f:1.2|. Procedure: 3,6-bis(2-aminoethoxy)acridine is treated with acetic anhydride/acetic acid followed by in vacuo removal of the volatiles, giving, after crystallization, the desired product. Starting materials: Cl (Hydrogen chloride), CN1CCC(CC1)N1CCN(CC1)C(COCC1N(CCCC1)C(=O)OC(C)(C)C)=O (tert-butyl 2-((2-(4-(1-methylpiperidin-4-yl)piperazin-1-yl)-2-oxoethoxy)methyl)piperidine-1-carboxylate). Solvent: C(C)(=O)OCC (ethyl acetate), C(C)OCC (diethyl ether). Conditions: temperature 45 celsius, time 2 hour. The product is Cl.Cl.Cl.CN1CCC(CC1)N1CCN(CC1)C(COCC1NCCCC1)=O (1-(4-(1-methylpiperidin-4-yl)piperazin-1-yl)-2-(piperidin-2-ylmethoxy)ethanone trihydrochloride). As a reaction SMILES: [ClH:1].[CH3:2][N:3]1[CH2:8][CH2:7][CH:6]([N:9]2[CH2:14][CH2:13][N:12]([C:15](=[O:32])[CH2:16][O:17][CH2:18][CH:19]3[CH2:24][CH2:23][CH2:22][CH2:21][N:20]3C(OC(C)(C)C)=O)[CH2:11][CH2:10]2)[CH2:5][CH2:4]1>C(OCC)(=O)C.C(OCC)C>[ClH:1].[ClH:1].[ClH:1].[CH3:2][N:3]1[CH2:4][CH2:5][CH:6]([N:9]2[CH2:14][CH2:13][N:12]([C:15](=[O:32])[CH2:16][O:17][CH2:18][CH:19]3[CH2:24][CH2:23][CH2:22][CH2:21][NH:20]3)[CH2:11][CH2:10]2)[CH2:7][CH2:8]1 |f:4.5.6.7|. Procedure: Hydrogen chloride (26.0 ml, 52.10 mmol, 2 M solution in diethyl ether) was added at room temperature to a solution of tert-butyl 2-((2-(4-(1-methylpiperidin-4-yl)piperazin-1-yl)-2-oxoethoxy)methyl)piperidine-1-carboxylate (4.57 g, 10.42 mmol) in a mixture of ethyl acetate (15 ml) and diethyl ether (50 ml). The reaction mixture was stirred for 2 h at 45° C. Then the resulting white solid was filtered off and dried. The reactants are CC(C)Cn1[nH]c(=O)c2cc([N+](=O)[O-])ccc21, CO. Yields the product CC(C)Cn1[nH]c(=O)c2cc(N)ccc21. Reaction SMILES: [CH2:1]([CH:2]([CH3:3])[CH3:4])[n:5]1[nH:6][c:7](=[O:17])[c:8]2[cH:9][c:10]([N+:14]([O-:15])=[O:16])[cH:11][cH:12][c:13]12.[CH3:18][OH:19]>>[CH2:1]([CH:2]([CH3:3])[CH3:4])[n:5]1[nH:6][c:7](=[O:17])[c:8]2[cH:9][c:10]([NH2:14])[cH:11][cH:12][c:13]12. The reactants are ClC=1NS(C2=C(N1)C=CC=C2)(=O)=O (3-chloro-2H-1,2,4-benzothiadiazine 1,1-dioxide), CN1CCNCC1 (1-methylpiperazine). Run in CO (methanol). Product: CN1CCN(CC1)C=1NS(C2=C(N1)C=CC=C2)(=O)=O (3-(4-Methyl-1-piperazinyl)-2H-1,2,4-benzothiadiazine 1,1-dioxide). Isolated yield 72.2%. As a reaction SMILES: Cl[C:2]1[NH:3][S:4](=[O:13])(=[O:12])[C:5]2[CH:11]=[CH:10][CH:9]=[CH:8][C:6]=2[N:7]=1.[CH3:14][N:15]1[CH2:20][CH2:19][NH:18][CH2:17][CH2:16]1>CO>[CH3:14][N:15]1[CH2:20][CH2:19][N:18]([C:2]2[NH:3][S:4](=[O:13])(=[O:12])[C:5]3[CH:11]=[CH:10][CH:9]=[CH:8][C:6]=3[N:7]=2)[CH2:17][CH2:16]1. Procedure details: To a stirred suspension of 10.7 g of 3-chloro-2H-1,2,4-benzothiadiazine 1,1-dioxide in 100 ml of methanol is added 9.9 g of 1-methylpiperazine and the mixture is heated under reflux for 2 hours. After cooling, the crystalline precipitate is collected by suction filtration and recrystallized from a mixture of dimethylformamide and water to give 10.0 g of the desired product, m.p. 265°-267° C. Starting materials: C1(=CC=CC=C1)C1(OCCC1)C(=O)OCC (ethyl 2-phenyl-2-tetrahydrofuroate), [OH-].[Na+] (NaOH). Run in CO (methanol). Conditions: time 8 hour. Yields the product C1(=CC=CC=C1)C1(OCCC1)C(=O)O (2-Phenyl-2-tetrahydrofuroic Acid). Reaction SMILES: [C:1]1([C:7]2([C:12]([O:14]CC)=[O:13])[CH2:11][CH2:10][CH2:9][O:8]2)[CH:6]=[CH:5][CH:4]=[CH:3][CH:2]=1.[OH-].[Na+]>CO>[C:1]1([C:7]2([C:12]([OH:14])=[O:13])[CH2:11][CH2:10][CH2:9][O:8]2)[CH:2]=[CH:3][CH:4]=[CH:5][CH:6]=1 |f:1.2|. Reported procedure: To a solution of ethyl 2-phenyl-2-tetrahydrofuroate (170 mg, 0.77 mmol) in methanol (6 ml) was added 0.5N NaOH (1.5 ml, 0.75 mmol). After stirring at room temperature overnight, it was partitioned between dilute acetic acid and ethyl acetate. The aqueous layer was extracted with ethyl acetate and the combined organic layer was washed with brine and dried over MgSO4, filtered and concentrated to afford the title compound as a white crystalline solid which was used without further purification. 40... Starting materials: Cl (hydrochloric acid), enol-ether, Cl(=O)(=O)(=O)O (perchloric acid), [BH4-].[Na+] (sodium borohydride), CN1C2=C(C=C1C(OC)C(=O)C(C1=CC3=C(N1C)C(C1=C(OC3)C=C(C=C1)C)=O)OC)COC1=C(C2=O)C=CC(=C1)C ([1,7-dimethyl]-4,10-dihydro-10-oxo-1H[1]benzoxepino[4,3-b]pyrrole-2-yl-methoxymethyl ketone). The solvent is C(Cl)Cl (methylene chloride), CCOCC (ether), CO (methanol). Yields the product CN1C2=C(C=C1CC=O)COC1=C(C2=O)C=CC(=C1)C (1,7-dimethyl-4,10-dihydro-10-oxo-1H[1]benzoxepino[4,3-b]pyrrole-2-acetaldehyde). As a reaction SMILES: [CH3:1][N:2]1[C:6]([CH:7]([C:10](C(OC)C2N(C)C3C(=O)C4C=CC(C)=CC=4OCC=3C=2)=[O:11])OC)=[CH:5][C:4]2[CH2:32][O:33][C:34]3[CH:41]=[C:40]([CH3:42])[CH:39]=[CH:38][C:35]=3[C:36](=[O:37])[C:3]1=2.[BH4-].[Na+].Cl.Cl(O)(=O)(=O)=O>CCOCC.C(Cl)Cl.CO>[CH3:1][N:2]1[C:6]([CH2:7][CH:10]=[O:11])=[CH:5][C:4]2[CH2:32][O:33][C:34]3[CH:41]=[C:40]([CH3:42])[CH:39]=[CH:38][C:35]=3[C:36](=[O:37])[C:3]1=2 |f:1.2|. Reported procedure: To a stirred, cold mixture of [1,7-dimethyl]-4,10-dihydro-10-oxo-1H[1]benzoxepino[4,3-b]pyrrole-2-yl-methoxymethyl ketone (3.0 g, 0.01 m) and methanol is added sodium borohydride (0.114 g, 0.003 m) over ca. 15 minutes. The reaction mixture is allowed to warm slowly to room temperature over several hours. Excess dilute hydrochloric acid and methylene chloride are added, the layers separated, and the methylene chloride layer concentrated in vacuo to the corresponding crude alcohol which is dehydra... Starting materials: CC(C)I, [K+], [K+], O=C([O-])[O-], CN(C)C=O, O, O=Cc1cccc(O)c1. The product is CC(C)Oc1cccc(C=O)c1. As a reaction SMILES: [I:16][CH:17]([CH3:18])[CH3:19].[K+:10].[K+:11].[O-:12][C:13]([O-:14])=[O:15].[O:21]=[CH:22][N:23]([CH3:24])[CH3:25].[OH2:20].[OH:1][c:2]1[cH:3][c:4]([CH:5]=[O:6])[cH:7][cH:8][cH:9]1>>[O:1]([c:2]1[cH:3][c:4]([CH:5]=[O:6])[cH:7][cH:8][cH:9]1)[CH:17]([CH3:18])[CH3:19].